From a dataset of the Open Reaction Database (ORD), a public repository of structured organic reaction records. describe an organic reaction: reactants, conditions, products, and yield The reactants are COc1ccc(C=Cc2ccc3c(=O)n(CCCN(C)C)ncc3c2)cc1, Cl, O, c1ccncc1. Yields the product Cl, CN(C)CCCn1ncc2cc(C=Cc3ccc(O)cc3)ccc2c1=O. Reaction SMILES: [CH3:1][O:2][c:3]1[cH:4][cH:5][c:6]([CH:9]=[CH:10][c:11]2[cH:12][c:13]3[cH:14][n:15][n:16]([CH2:22][CH2:23][CH2:24][N:25]([CH3:26])[CH3:27])[c:17](=[O:21])[c:18]3[cH:19][cH:20]2)[cH:7][cH:8]1.[ClH:28].[OH2:35].[n:29]1[cH:30][cH:31][cH:32][cH:33][cH:34]1>>[ClH:28].[OH:2][c:3]1[cH:4][cH:5][c:6]([CH:9]=[CH:10][c:11]2[cH:12][c:13]3[cH:14][n:15][n:16]([CH2:22][CH2:23][CH2:24][N:25]([CH3:26])[CH3:27])[c:17](=[O:21])[c:18]3[cH:19][cH:20]2)[cH:7][cH:8]1. Reactants: C(C1=CC=CC=C1)Br (benzyl bromide), [H-].[Na+] (sodium hydride), Example 1, C(#N)O (cyanoalcohol). Run in CN(C)C=O (DMF), CN(C)C=O (DMF). Run at temperature 25 celsius, time 3 hour. Yields the product C(C1=CC=CC=C1)OCC1=CC=CC=C1 (benzyl ether). As a reaction SMILES: [H-].[Na+].[C:3]([OH:5])#N.[CH2:6](Br)[C:7]1[CH:12]=[CH:11][CH:10]=[CH:9][CH:8]=1>CN(C=O)C>[CH2:6]([O:5][CH2:3][C:7]1[CH:12]=[CH:11][CH:10]=[CH:9][CH:8]=1)[C:7]1[CH:12]=[CH:11][CH:10]=[CH:9][CH:8]=1 |f:0.1|. Procedure: To a slurry of 1.1 g of sodium hydride (21 mmole, 50% oil dispersion) in 25 ml of dry DMF at 0° C. was added a solution of 3.34 g of Example 1 Part G cyanoalcohol (20 mmole) in 10 ml of DMF over a period of 10 minutes. After stirring for an additional b 15 minutes, 3.6 g of benzyl bromide was added dropwise. The reaction mixture was stirred for 30 minutes at 0° C. and 3 hours at 25° C. then quenched with a saturated ammonium chloride solution, and diluted with ether. The organic layer was washed... Starting materials: ClC=1C=C(C(=O)OC)C=CC1O (methyl 3-chloro-4-hydroxybenzoate), C(C=C)Br (allyl bromide), C([O-])([O-])=O.[K+].[K+] (potassium carbonate). Run in CC(=O)C (acetone). Product: ClC=1C=C(C(=O)OC)C=C(C1O)CC=C (methyl 3-chloro-4-hydroxy-5-(prop-2-ene-1-yl)benzoate). Yield: 83.3%. RXN SMILES: [Cl:1][C:2]1[CH:3]=[C:4]([CH:9]=[CH:10][C:11]=1[OH:12])[C:5]([O:7][CH3:8])=[O:6].[CH2:13](Br)[CH:14]=[CH2:15].C(=O)([O-])[O-].[K+].[K+]>CC(C)=O>[Cl:1][C:2]1[CH:3]=[C:4]([CH:9]=[C:10]([CH2:15][CH:14]=[CH2:13])[C:11]=1[OH:12])[C:5]([O:7][CH3:8])=[O:6] |f:2.3.4|. Procedure details: To a 250 mL rb flask equipped with a magnetic stir bar and a reflux condenser was added a solution of 10.33 g (55.4 mmol) of methyl 3-chloro-4-hydroxybenzoate dissolved in 110 mL of acetone and 5.27 mL (60.9 mmol) of allyl bromide and 15.30 g (0.111 mol) of powdered potassium carbonate was added. The reaction was stirred and refluxed for 6 hours, then cooled and filtered. The tiltrate was evaporated in vacuo and the residue was purified on a silica gel flash chromatography column eluted with 10%... Reactants: NC1[C@@H]2N(C(=C(CS2)C(C)SC2=NN=NN2)C(=O)O)C1=O (7-amino-3-(1-methyl-1H-tetrazol-5-ylthiomethyl)-3-cephem-4-carboxylic acid), C[Si](C)(C)CC(=O)N (trimethylsilylacetamide), P(=O)(Cl)(Cl)Cl (phosphoryl chloride), C(=O)NC=1SC(=C(N1)C(C(=O)O)=NOC)Br (2-(2-formamido-5-bromothiazol-4-yl)-2-methoxyiminoacetic acid). Procedure details: A solution of 7-amino-3-(1-methyl-1H-tetrazol-5-ylthiomethyl)-3-cephem-4-carboxylic acid (660 mg.) and trimethylsilylacetamide (1.3 g.) in dry ethyl acetate (23 ml.) and a mixture of dimethylformamide (0.2 ml.), phosphoryl chloride (0.24 ml.), dry ethyl acetate (10 ml.) and 2-(2-formamido-5-bromothiazol-4-yl)-2-methoxyiminoacetic acid (syn isomer, 740 mg.) were treated in a similar manner to that of Example 1-(1) to give 7-[2-(2-formamido-5-bromothiazol-4-yl)-2-methoxyiminoacetamido]-3-(1-methyl... Yield: 41.8%. Solvent: C(C)(=O)OCC (ethyl acetate), C(C)(=O)OCC (ethyl acetate), CN(C=O)C (dimethylformamide). Reaction SMILES: [NH2:1][CH:2]1[C:20](=[O:21])[N:4]2[C:5]([C:17]([OH:19])=[O:18])=[C:6]([CH:9]([S:11][C:12]3[NH:16][N:15]=[N:14][N:13]=3)[CH3:10])[CH2:7][S:8][C@H:3]12.C[Si](CC(N)=O)(C)C.P(Cl)(Cl)(Cl)=O.[CH:35]([NH:37][C:38]1[S:39][C:40]([Br:50])=[C:41]([C:43](=[N:47][O:48][CH3:49])[C:44](O)=[O:45])[N:42]=1)=[O:36]>C(OCC)(=O)C.CN(C)C=O>[CH:35]([NH:37][C:38]1[S:39][C:40]([Br:50])=[C:41]([C:43](=[N:47][O:48][CH3:49])[C:44]([NH:1][CH:2]2[C:20](=[O:21])[N:4]3[C:5]([C:17]([OH:19])=[O:18])=[C:6]([CH:9]([S:11][C:12]4[NH:13][N:14]=[N:15][N:16]=4)[CH3:10])[CH2:7][S:8][C@H:3]23)=[O:45])[N:42]=1)=[O:36]. Yields the product C(=O)NC=1SC(=C(N1)C(C(=O)NC1[C@@H]2N(C(=C(CS2)C(C)SC2=NN=NN2)C(=O)O)C1=O)=NOC)Br (7-[2-(2-formamido-5-bromothiazol-4-yl)-2-methoxyiminoacetamido]-3-(1-methyl-1H-tetrazol-5-ylthiomethyl)-3-cephem-4-carboxylic acid). The reactants are COC(=O)c1cccnc1, CCC=CN1CCCC1=O, CN(C)C=O. Yields the product CCC=CN1CCC(C(=O)c2cccnc2)C1=O. As a reaction SMILES: [C:11]([c:12]1[cH:13][n:14][cH:15][cH:16][cH:17]1)(=[O:18])[O:19][CH3:20].[CH:1](=[CH:2][CH2:3][CH3:4])[N:5]1[C:6](=[O:10])[CH2:7][CH2:8][CH2:9]1.[O:21]=[CH:22][N:23]([CH3:24])[CH3:25]>>[CH:1](=[CH:2][CH2:3][CH3:4])[N:5]1[C:6](=[O:10])[CH:7]([C:11]([c:12]2[cH:13][n:14][cH:15][cH:16][cH:17]2)=[O:18])[CH2:8][CH2:9]1. Starting materials: Fc1ccc(CBr)c(C(F)(F)F)c1, O=C([O-])[O-], CC(C)CC(C(=O)N1C(=O)OCC1Cc1ccccc1)c1cc(O)cc(-c2ccc(C(F)(F)F)cc2)c1, CC#N, [Cs+], [Cs+]. Product: CC(C)CC(C(=O)N1C(=O)OCC1Cc1ccccc1)c1cc(OCc2ccc(F)cc2C(F)(F)F)cc(-c2ccc(C(F)(F)F)cc2)c1. Reaction SMILES: [Br:38][CH2:39][c:40]1[c:41]([C:47]([F:48])([F:49])[F:50])[cH:42][c:43]([F:46])[cH:44][cH:45]1.[C:51](=[O:52])([O-:53])[O-:54].[CH2:1]([c:2]1[cH:3][cH:4][cH:5][cH:6][cH:7]1)[CH:8]1[N:9]([C:14]([CH:15]([CH2:16][CH:17]([CH3:18])[CH3:19])[c:20]2[cH:21][c:22](-[c:27]3[cH:28][cH:29][c:30]([C:33]([F:34])([F:35])[F:36])[cH:31][cH:32]3)[cH:23][c:24]([OH:26])[cH:25]2)=[O:37])[C:10](=[O:13])[O:11][CH2:12]1.[CH3:57][C:58]#[N:59].[Cs+:55].[Cs+:56]>>[CH2:1]([c:2]1[cH:3][cH:4][cH:5][cH:6][cH:7]1)[CH:8]1[N:9]([C:14]([CH:15]([CH2:16][CH:17]([CH3:18])[CH3:19])[c:20]2[cH:21][c:22](-[c:27]3[cH:28][cH:29][c:30]([C:33]([F:34])([F:35])[F:36])[cH:31][cH:32]3)[cH:23][c:24]([O:26][CH2:39][c:40]3[c:41]([C:47]([F:48])([F:49])[F:50])[cH:42][c:43]([F:46])[cH:44][cH:45]3)[cH:25]2)=[O:37])[C:10](=[O:13])[O:11][CH2:12]1. The reactants are CN(CCc1ccccn1)C(=O)C(Cc1ccccc1)N(C)C(=O)C(Cc1ccc2ccccc2c1)N(C)C(=O)C=CCC(C)(C)NC(=O)OC(C)(C)C, O=C([O-])O, ClCCl, [Na+], O, O=C(O)C(F)(F)F. Yields the product CN(CCc1ccccn1)C(=O)C(Cc1ccccc1)N(C)C(=O)C(Cc1ccc2ccccc2c1)N(C)C(=O)C=CCC(C)(C)N. Reaction SMILES: [C:1]([O:2][C:3](=[O:4])[NH:7][C:8]([CH2:9][CH:10]=[CH:11][C:12]([N:13]([CH:14]([CH2:15][c:16]1[cH:17][c:18]2[cH:19][cH:20][cH:21][cH:22][c:23]2[cH:24][cH:25]1)[C:26]([N:27]([CH:28]([CH2:29][c:30]1[cH:31][cH:32][cH:33][cH:34][cH:35]1)[C:36]([N:37]([CH2:38][CH2:39][c:40]1[n:41][cH:42][cH:43][cH:44][cH:45]1)[CH3:46])=[O:47])[CH3:48])=[O:49])[CH3:50])=[O:51])([CH3:52])[CH3:53])([CH3:5])([CH3:6])[CH3:54].[C:62](=[O:63])([O-:64])[OH:65].[Cl:68][CH2:69][Cl:70].[Na+:66].[OH2:67].[OH:55][C:56]([C:57]([F:58])([F:59])[F:60])=[O:61]>>[NH2:7][C:8]([CH2:9][CH:10]=[CH:11][C:12]([N:13]([CH:14]([CH2:15][c:16]1[cH:17][c:18]2[cH:19][cH:20][cH:21][cH:22][c:23]2[cH:24][cH:25]1)[C:26]([N:27]([CH:28]([CH2:29][c:30]1[cH:31][cH:32][cH:33][cH:34][cH:35]1)[C:36]([N:37]([CH2:38][CH2:39][c:40]1[n:41][cH:42][cH:43][cH:44][cH:45]1)[CH3:46])=[O:47])[CH3:48])=[O:49])[CH3:50])=[O:51])([CH3:52])[CH3:53].